The task is: describe an organic reaction: reactants, conditions, products, and yield. This data is from the Open Reaction Database (ORD), a public repository of structured organic reaction records. Starting materials: BrC1=C(OC2(C1=O)CCCC2)C2=CC=C(C=C2)S(=O)(=O)C (3-bromo-2-(4-(methylsulfonyl)phenyl)-1-oxa-spiro[4,4]non-2-en-4-one), C([O-])([O-])=O.[Na+].[Na+] (sodium carbonate), C1(=CC=CC=C1)B(O)O (benzeneboronic acid). Reagents/catalysts: C=1C=CC(=CC1)[P](C=2C=CC=CC2)(C=3C=CC=CC3)[Pd]([P](C=4C=CC=CC4)(C=5C=CC=CC5)C=6C=CC=CC6)([P](C=7C=CC=CC7)(C=8C=CC=CC8)C=9C=CC=CC9)[P](C=1C=CC=CC1)(C=1C=CC=CC1)C=1C=CC=CC1 (tetrakis(triphenylphosphine)palladium(0)). Solvent: C1(=CC=CC=C1)C (toluene), C(C)O (ethanol). Reaction conditions: temperature 90 celsius, time 12 hour. Yields the product CS(=O)(=O)C1=CC=C(C=C1)C=1OC2(C(C1C1=CC=CC=C1)=O)CCCC2 (2-{4-(methylsulfonyl)phenyl}-3-phenyl-1-oxa-spiro[4,4]non-2-en-4-one). Isolated yield 74.6%. RXN SMILES: Br[C:2]1[C:6](=[O:7])[C:5]2([CH2:11][CH2:10][CH2:9][CH2:8]2)[O:4][C:3]=1[C:12]1[CH:17]=[CH:16][C:15]([S:18]([CH3:21])(=[O:20])=[O:19])=[CH:14][CH:13]=1.C(=O)([O-])[O-].[Na+].[Na+].[C:28]1(B(O)O)[CH:33]=[CH:32][CH:31]=[CH:30][CH:29]=1>C1(C)C=CC=CC=1.C(O)C.C1C=CC([P]([Pd]([P](C2C=CC=CC=2)(C2C=CC=CC=2)C2C=CC=CC=2)([P](C2C=CC=CC=2)(C2C=CC=CC=2)C2C=CC=CC=2)[P](C2C=CC=CC=2)(C2C=CC=CC=2)C2C=CC=CC=2)(C2C=CC=CC=2)C2C=CC=CC=2)=CC=1>[CH3:21][S:18]([C:15]1[CH:16]=[CH:17][C:12]([C:3]2[O:4][C:5]3([CH2:11][CH2:10][CH2:9][CH2:8]3)[C:6](=[O:7])[C:2]=2[C:28]2[CH:33]=[CH:32][CH:31]=[CH:30][CH:29]=2)=[CH:13][CH:14]=1)(=[O:20])=[O:19] |f:1.2.3,^1:50,52,71,90|. Reported procedure: To a stirred solution of 3-bromo-2-(4-(methylsulfonyl)phenyl)-1-oxa-spiro[4,4]non-2-en-4-one (77 mg) in 5 ml of toluene and 15 ml ethanol, were added 15 mg of tetrakis(triphenylphosphine)palladium(0), 5 ml of 2 M aqueous sodium carbonate solution, and 27 mg of benzeneboronic acid. Then the reaction solution was stirred at 90° C. for 12 hours. The reaction solvent was evaporated off under reduced pressure and the resulting residue was extracted with 20 ml water and dichloromethane (30 ml×1). The ...